Task: describe an organic reaction: reactants, conditions, products, and yield. Dataset: the Open Reaction Database (ORD), a public repository of structured organic reaction records Starting materials: NC=1C=C2C=CN=CC2=CC1 (6-aminoisoquinoline), FC(OC1=CC=C(CN=C=O)C=C1)(F)F ([4-(trifluoromethoxy)benzyl]isocyanate). Product: C1=NC=CC2=CC(=CC=C12)NC(=O)NCC1=CC=C(C=C1)OC(F)(F)F (N-Isoquinolin-6-yl-N′-[4-(trifluoromethoxy)benzyl]urea). RXN SMILES: [NH2:1][C:2]1[CH:3]=[C:4]2[C:9](=[CH:10][CH:11]=1)[CH:8]=[N:7][CH:6]=[CH:5]2.[F:12][C:13]([F:26])([F:25])[O:14][C:15]1[CH:24]=[CH:23][C:18]([CH2:19][N:20]=[C:21]=[O:22])=[CH:17][CH:16]=1>>[CH:8]1[C:9]2[C:4](=[CH:3][C:2]([NH:1][C:21]([NH:20][CH2:19][C:18]3[CH:17]=[CH:16][C:15]([O:14][C:13]([F:12])([F:26])[F:25])=[CH:24][CH:23]=3)=[O:22])=[CH:11][CH:10]=2)[CH:5]=[CH:6][N:7]=1. Reported procedure: Prepared from 6-aminoisoquinoline (Description 51) and [4-(trifluoromethoxy)benzyl]isocyanate (Description 59) according to the procedure of Description 61. m/z (ES+) 362 (M+H)+. Reactants: CC(C)(Br)C(=O)Br, Nc1sccc1C(=O)c1ccccc1. Product: CC(C)(Br)C(=O)Nc1sccc1C(=O)c1ccccc1. Reaction SMILES: [Br:15][C:16]([C:17](=[O:18])[Br:19])([CH3:20])[CH3:21].[NH2:1][c:2]1[s:3][cH:4][cH:5][c:6]1[C:7]([c:8]1[cH:9][cH:10][cH:11][cH:12][cH:13]1)=[O:14]>>[NH:1]([c:2]1[s:3][cH:4][cH:5][c:6]1[C:7]([c:8]1[cH:9][cH:10][cH:11][cH:12][cH:13]1)=[O:14])[C:17]([C:16]([Br:15])([CH3:20])[CH3:21])=[O:18]. The reactants are O1C(OCC1)CN1C(C(=CC2=CC=C(C=C12)OC)C(=O)OC)=O (methyl 1-(1,3-dioxolan-2-ylmethyl)-7-methoxy-2-oxo-1,2-dihydroquinoline-3-carboxylate), FC(C(=O)O)(F)F (trifluoroacetic acid). Run at time 4 hour. Product: COC1=CC=C2C=C(C(N(C2=C1)CC=O)=O)C(=O)OC (methyl 7-methoxy-2-oxo-1-(2-oxoethyl)-1,2-dihydroquinoline-3-carboxylate). The yield is 138.0%. As a reaction SMILES: [O:1]1CCO[CH:2]1[CH2:6][N:7]1[C:16]2[C:11](=[CH:12][CH:13]=[C:14]([O:17][CH3:18])[CH:15]=2)[CH:10]=[C:9]([C:19]([O:21][CH3:22])=[O:20])[C:8]1=[O:23].FC(F)(F)C(O)=O>>[CH3:18][O:17][C:14]1[CH:15]=[C:16]2[C:11]([CH:10]=[C:9]([C:19]([O:21][CH3:22])=[O:20])[C:8](=[O:23])[N:7]2[CH2:6][CH:2]=[O:1])=[CH:12][CH:13]=1. Reported procedure: To 0.37 g of methyl 1-(1,3-dioxolan-2-ylmethyl)-7-methoxy-2-oxo-1,2-dihydroquinoline-3-carboxylate, 2 mL of 90% aqueous trifluoroacetic acid solution was added and stirred for 4 hours. The solvent was removed under reduced pressure, and aqueous saturated sodium hydrogen carbonate solution and chloroform were added. The organic layer was separated, and the aqueous layer was extracted with chloroform. The organic layer and extracts were combined, washed with aqueous saturated sodium chloride solut... Reactants: CN1CCNCC1, CCO, Cc1ccc(C(=O)NC2CC2)cc1-n1ncc(C(=O)c2cccc(OCCBr)c2)c1N. Product: Cc1ccc(C(=O)NC2CC2)cc1-n1ncc(C(=O)c2cccc(OCCN3CCN(C)CC3)c2)c1N. Reaction SMILES: [CH3:32][N:33]1[CH2:34][CH2:35][NH:36][CH2:37][CH2:38]1.[CH3:39][CH2:40][OH:41].[NH2:1][c:2]1[c:3]([C:20]([c:21]2[cH:22][c:23]([O:27][CH2:28][CH2:29][Br:30])[cH:24][cH:25][cH:26]2)=[O:31])[cH:4][n:5][n:6]1-[c:7]1[cH:8][c:9]([C:10](=[O:11])[NH:12][CH:13]2[CH2:14][CH2:15]2)[cH:16][cH:17][c:18]1[CH3:19]>>[NH2:1][c:2]1[c:3]([C:20]([c:21]2[cH:22][c:23]([O:27][CH2:28][CH2:29][N:36]3[CH2:35][CH2:34][N:33]([CH3:32])[CH2:38][CH2:37]3)[cH:24][cH:25][cH:26]2)=[O:31])[cH:4][n:5][n:6]1-[c:7]1[cH:8][c:9]([C:10](=[O:11])[NH:12][CH:13]2[CH2:14][CH2:15]2)[cH:16][cH:17][c:18]1[CH3:19]. The reactants are CC1=C(C(CCC1)(C)C)/C=C/C(=C/C=C/C(=C/C(=O)Cl)/C)/C (retinoic acid chloride), O.N (ammonia water). Solvent: O1CCCC1 (tetrahydrofuran). Reaction conditions: time 20 hour. The product is CC1=C(C(CCC1)(C)C)/C=C/C(=C/C=C/C(=C/C(=O)N)/C)/C (retinamide). Isolated yield 99.0%. Reaction SMILES: [CH3:1][C:2]1[CH2:7][CH2:6][CH2:5][C:4]([CH3:9])([CH3:8])[C:3]=1/[CH:10]=[CH:11]/[C:12](/[CH3:22])=[CH:13]/[CH:14]=[CH:15]/[C:16](/[CH3:21])=[CH:17]/[C:18](Cl)=[O:19].O.[NH3:24]>O1CCCC1>[CH3:1][C:2]1[CH2:7][CH2:6][CH2:5][C:4]([CH3:9])([CH3:8])[C:3]=1/[CH:10]=[CH:11]/[C:12](/[CH3:22])=[CH:13]/[CH:14]=[CH:15]/[C:16](/[CH3:21])=[CH:17]/[C:18]([NH2:24])=[O:19] |f:1.2|. Procedure: 10 g (0.031 mole) of retinoic acid chloride as prepared according to the procedure described in Example 2 was added to the mixture of 300 ml of ammonia water (35%) and 100 ml of tetrahydrofuran and then stirred at room temperature for 20 hours. The reaction solution was distilled under reduced pressure and then concentrated. The residue was extracted with methylene chloride. The organic layer was separated, washed with water, dried over anhydrous magnesium sulfate, filtered and then distilled un...